This data is from the Open Reaction Database (ORD), a public repository of structured organic reaction records. The task is: describe an organic reaction: reactants, conditions, products, and yield The reactants are CC(=O)Oc1ccc(CC2=C(C)C(=O)C(C)=C(C)C2=O)cc1C(=O)Nc1ccc(C(F)(F)F)cc1, CO, [Na+], O, O=C([O-])O. The product is CC1=C(C)C(=O)C(Cc2ccc(O)c(C(=O)Nc3ccc(C(F)(F)F)cc3)c2)=C(C)C1=O. RXN SMILES: [CH3:1][C:2]1=[C:3]([CH2:12][c:13]2[cH:14][cH:15][c:16]([O:32][C:33](=[O:34])[CH3:35])[c:17]([C:18](=[O:19])[NH:20][c:21]3[cH:22][cH:23][c:24]([C:27]([F:28])([F:29])[F:30])[cH:25][cH:26]3)[cH:31]2)[C:4](=[O:11])[C:5]([CH3:10])=[C:6]([CH3:9])[C:7]1=[O:8].[CH3:41][OH:42].[Na+:36].[OH2:43].[OH:37][C:38](=[O:39])[O-:40]>>[CH3:1][C:2]1=[C:3]([CH2:12][c:13]2[cH:14][cH:15][c:16]([OH:32])[c:17]([C:18](=[O:19])[NH:20][c:21]3[cH:22][cH:23][c:24]([C:27]([F:28])([F:29])[F:30])[cH:25][cH:26]3)[cH:31]2)[C:4](=[O:11])[C:5]([CH3:10])=[C:6]([CH3:9])[C:7]1=[O:8]. Reactants: CC1(OB(OC1(C)C)C1=CC(=C(OCCC2CCN(CC2)C(=O)OC(C)(C)C)C=C1)C(F)(F)F)C (tert-butyl 4-(2-(4-(4,4,5,5-tetramethyl-1,3,2-dioxaborolan-2-yl)-2-(trifluoromethyl)phenoxy)ethyl)piperidine-1-carboxylate), NC=1C(=NC(=CC1NC)Cl)C#N (3-amino-6-chloro-4-(methylamino)picolinonitrile), C1(CCCCC1)P(C1CCCCC1)C1CCCCC1 (tricyclohexylphosphine), O1CCOCC1 (dioxane). Reagents/catalysts: C=1C=CC(=CC1)/C=C/C(=O)/C=C/C2=CC=CC=C2.C=1C=CC(=CC1)/C=C/C(=O)/C=C/C2=CC=CC=C2.C=1C=CC(=CC1)/C=C/C(=O)/C=C/C2=CC=CC=C2.[Pd].[Pd] (tris(dibenzylideneacetone)dipalladium). Solvent: O (water). Conditions: temperature 100 celsius. The product is NC=1C(=CC(=NC1C#N)C1=CC(=C(OCCC2CCN(CC2)C(=O)OC(C)(C)C)C=C1)C(F)(F)F)NC (tert-butyl 4-(2-(4-(5-amino-6-cyano-4-(methylamino)pyridin-2-yl)-2-(trifluoromethyl)phenoxy)ethyl)-piperidine-1-carboxylate). Isolated yield 70.3%. Reaction SMILES: CC1(C)C(C)(C)OB([C:9]2[CH:30]=[CH:29][C:12]([O:13][CH2:14][CH2:15][CH:16]3[CH2:21][CH2:20][N:19]([C:22]([O:24][C:25]([CH3:28])([CH3:27])[CH3:26])=[O:23])[CH2:18][CH2:17]3)=[C:11]([C:31]([F:34])([F:33])[F:32])[CH:10]=2)O1.[NH2:36][C:37]1[C:38]([C:46]#[N:47])=[N:39][C:40](Cl)=[CH:41][C:42]=1[NH:43][CH3:44].C1(P(C2CCCCC2)C2CCCCC2)CCCCC1.O1CCOCC1>C1C=CC(/C=C/C(/C=C/C2C=CC=CC=2)=O)=CC=1.C1C=CC(/C=C/C(/C=C/C2C=CC=CC=2)=O)=CC=1.C1C=CC(/C=C/C(/C=C/C2C=CC=CC=2)=O)=CC=1.[Pd].[Pd].O>[NH2:36][C:37]1[C:42]([NH:43][CH3:44])=[CH:41][C:40]([C:9]2[CH:30]=[CH:29][C:12]([O:13][CH2:14][CH2:15][CH:16]3[CH2:17][CH2:18][N:19]([C:22]([O:24][C:25]([CH3:26])([CH3:28])[CH3:27])=[O:23])[CH2:20][CH2:21]3)=[C:11]([C:31]([F:32])([F:33])[F:34])[CH:10]=2)=[N:39][C:38]=1[C:46]#[N:47] |f:4.5.6.7.8|. Reported procedure: The mixture of tert-butyl 4-(2-(4-(4,4,5,5-tetramethyl-1,3,2-dioxaborolan-2-yl)-2-(trifluoromethyl)phenoxy)ethyl)piperidine-1-carboxylate (2.41 g), 3-amino-6-chloro-4-(methylamino)picolinonitrile (0.8 g), tris(dibenzylideneacetone)dipalladium (201 mg), tricyclohexylphosphine (147 mg) in a mixed solvent of dioxane (30 ml) and water (15 ml) was heated under nitrogen at 100° C. for 3 hours. After cooling to room temperature, the mixture extracted with ethyl acetate (200 ml), organic layer dried ove... The reactants are CC[O-], CCO, [Na+], OCCCl, CSc1ccccc1O. Yields the product CSc1ccccc1OCCO. As a reaction SMILES: [CH3:11][CH2:12][O-:13].[CH3:18][CH2:19][OH:20].[Na+:10].[OH:14][CH2:15][CH2:16][Cl:17].[OH:1][c:2]1[c:3]([S:8][CH3:9])[cH:4][cH:5][cH:6][cH:7]1>>[O:1]([c:2]1[c:3]([S:8][CH3:9])[cH:4][cH:5][cH:6][cH:7]1)[CH2:11][CH2:12][OH:13]. The reactants are N1=CC=C(C=C1)B(O)O (4-pyridylboronic acid), BrC=1C=C2C(=NN(C2=CC1Cl)COCC[Si](C)(C)C)NC(CCC)=O (N-[[5-bromo-6-chloro-1-[[2-(trimethylsilyl)ethoxy]methyl]-1H-indazol-3-yl]]butanamide), C([O-])([O-])=O.[Na+].[Na+] (sodium carbonate), tetrakis-(triphenylphosphine)palladium. The solvent is C(C)(=O)OCC (ethyl acetate), O (water), O1CCOCC1 (dioxane), O (water). Product: ClC1=C(C=C2C(=NN(C2=C1)COCC[Si](C)(C)C)NC(CCC)=O)C1=CC=NC=C1 (N-[6-chloro-5-(4-pyridyl)-1-[[2-(trimethylsilyl)ethoxy]methyl]-1H-indazol-3-yl]butanamide). Isolated yield 77.3%. Reaction SMILES: [N:1]1[CH:6]=[CH:5][C:4](B(O)O)=[CH:3][CH:2]=1.Br[C:11]1[CH:12]=[C:13]2[C:17](=[CH:18][C:19]=1[Cl:20])[N:16]([CH2:21][O:22][CH2:23][CH2:24][Si:25]([CH3:28])([CH3:27])[CH3:26])[N:15]=[C:14]2[NH:29][C:30](=[O:34])[CH2:31][CH2:32][CH3:33].C(=O)([O-])[O-].[Na+].[Na+]>O1CCOCC1.O.C(OCC)(=O)C>[Cl:20][C:19]1[CH:18]=[C:17]2[C:13]([C:14]([NH:29][C:30](=[O:34])[CH2:31][CH2:32][CH3:33])=[N:15][N:16]2[CH2:21][O:22][CH2:23][CH2:24][Si:25]([CH3:28])([CH3:26])[CH3:27])=[CH:12][C:11]=1[C:4]1[CH:5]=[CH:6][N:1]=[CH:2][CH:3]=1 |f:2.3.4|. Reported procedure: 415 mg of 4-pyridylboronic acid are added to 1 g of N-[[5-bromo-6-chloro-1-[[2-(trimethylsilyl)ethoxy]methyl]-1H-indazol-3-yl]]butanamide, described previously, in Example 58, in 90 cm3 of dioxane, followed by addition of a solution of 570 mg of sodium carbonate in 18 cm3 of water and finally 173 mg of tetrakis-(triphenylphosphine)palladium, and the mixture is refluxed for 18 hours. The reaction medium is diluted with 75 cm3 of ethyl acetate and 50 cm3 of water. The organic phase is separated ou... The product is O=S(=O)(CCCCCCCCCCCN1CCN(C(c2ccccc2)c2ccc(Cl)cc2)CC1)NC1CC1. As a reaction SMILES: [CH2:40]([N:41]([CH:42]([CH3:43])[CH3:44])[CH:45]([CH3:46])[CH3:47])[CH3:48].[CH:21]1([NH:24][S:25](=[O:26])(=[O:27])[CH2:28][CH2:29][CH2:30][CH2:31][CH2:32][CH2:33][CH2:34][CH2:35][CH2:36][CH2:37][CH2:38][Br:39])[CH2:22][CH2:23]1.[Cl:1][c:2]1[cH:3][cH:4][c:5]([CH:8]([N:9]2[CH2:10][CH2:11][NH:12][CH2:13][CH2:14]2)[c:15]2[cH:16][cH:17][cH:18][cH:19][cH:20]2)[cH:6][cH:7]1>>[Cl:1][c:2]1[cH:3][cH:4][c:5]([CH:8]([N:9]2[CH2:10][CH2:11][N:12]([CH2:38][CH2:37][CH2:36][CH2:35][CH2:34][CH2:33][CH2:32][CH2:31][CH2:30][CH2:29][CH2:28][S:25]([NH:24][CH:21]3[CH2:22][CH2:23]3)(=[O:26])=[O:27])[CH2:13][CH2:14]2)[c:15]2[cH:16][cH:17][cH:18][cH:19][cH:20]2)[cH:6][cH:7]1. Starting materials: CCN(C(C)C)C(C)C, O=S(=O)(CCCCCCCCCCCBr)NC1CC1, Clc1ccc(C(c2ccccc2)N2CCNCC2)cc1. The reactants are C(C)(C)(C)C1=C(C(=CC(=C1)C)C(C)(C)C)O (2,6-di-tert-butyl-4-methylphenol), CN(C)CCCN1CN(CN(C1)CCCN(C)C)CCCN(C)C (Desmorapid), C1(=CC=CC=C1)N=C=O (phenyl isocyanate), C(C=C)(=O)OCCO (2-hydroxyethyl acrylate), [N-]=C=O (isocyanate). Run at temperature 60 celsius. Yields the product C(C=C)(=O)OCCOC(NC1=CC=CC=C1)=O (2-[(Phenylcarbamoyl)oxy]ethyl prop-2-enoate). As a reaction SMILES: C(C1C=C(C)C=C(C(C)(C)C)C=1O)(C)(C)C.CN(CCCN1CN(CCCN(C)C)CN(CCCN(C)C)C1)C.[C:41]1([N:47]=[C:48]=[O:49])[CH:46]=[CH:45][CH:44]=[CH:43][CH:42]=1.[C:50]([O:54][CH2:55][CH2:56][OH:57])(=[O:53])[CH:51]=[CH2:52].[N-]=C=O>>[C:50]([O:54][CH2:55][CH2:56][O:57][C:48](=[O:49])[NH:47][C:41]1[CH:46]=[CH:45][CH:44]=[CH:43][CH:42]=1)(=[O:53])[CH:51]=[CH2:52]. Procedure details: 0.25 g of 2,6-di-tert-butyl-4-methylphenol, 0.12 g of Desmorapid Z, 126.4 g of phenyl isocyanate were initially introduced into a 500 ml round-bottomed flask and heated to 60° C. Thereafter, 123.3 g of 2-hydroxyethyl acrylate were added dropwise and the mixture was kept further at 60° C. until the isocyanate content had fallen below 0.1%. Cooling was then effected. The product was obtained as a crystalline solid (preparation described in DE 2329142).